describe an organic reaction: reactants, conditions, products, and yield From a dataset of the Open Reaction Database (ORD), a public repository of structured organic reaction records. Reactants: C1(=CC=CC=C1)OC(NC=1C(=NC(=C(C1)CC)C)OC)=O (Phenyl-N-(5-ethyl-2-methoxy-6-methylpyridin-3-yl)carbamate), BrC1=C(C=CC=C1)N1CCNCC1 (1-(2-bromophenyl)piperazine). Yields the product C(C)C=1C=C(C(=NC1C)OC)NC(=O)N1CCN(CC1)C1=C(C=CC=C1)Br (1-[(5-ethyl-2-methoxy-6-methylpyridin-3-yl)aminocarbonyl]-4-(2-bromophenyl)piperazine). The yield is 58.0%. Reaction SMILES: C1(O[C:8](=[O:21])[NH:9][C:10]2[C:11]([O:19][CH3:20])=[N:12][C:13]([CH3:18])=[C:14]([CH2:16][CH3:17])[CH:15]=2)C=CC=CC=1.[Br:22][C:23]1[CH:28]=[CH:27][CH:26]=[CH:25][C:24]=1[N:29]1[CH2:34][CH2:33][NH:32][CH2:31][CH2:30]1>>[CH2:16]([C:14]1[CH:15]=[C:10]([NH:9][C:8]([N:32]2[CH2:31][CH2:30][N:29]([C:24]3[CH:25]=[CH:26][CH:27]=[CH:28][C:23]=3[Br:22])[CH2:34][CH2:33]2)=[O:21])[C:11]([O:19][CH3:20])=[N:12][C:13]=1[CH3:18])[CH3:17]. Reported procedure: Phenyl-N-(5-ethyl-2-methoxy-6-methylpyridin-3-yl)carbamate and 1-(2-bromophenyl)piperazine were reacted by the same way with the example 1 to obtain the titled compound. Reactants: C(C)OC(=O)C1CCC(CC1)N1CC(C1)NC(CNC1=NN(C2=CC=C(C=C12)C(F)(F)F)C)=O (4-{3-[2-(1-Methyl-5-trifluoromethyl-1H-indazol-3-ylamino)-acetylamino]-azetidin-1-yl}-cyclohexane carboxylic acid ethyl ester), O (water), O.[OH-].[Li+] (lithium hydroxide monohydrate). The solvent is C1CCOC1 (THF), CO (MeOH). The product is CN1N=C(C2=CC(=CC=C12)C(F)(F)F)NCC(=O)NC1CN(C1)C1CCC(CC1)C(=O)O (4-{3-[2-(1-Methyl-5-trifluoromethyl-1H-indazol-3-ylamino)-acetylamino]-azetidin-1-yl}-cyclohexane carboxylic acid). Reaction SMILES: C([O:3][C:4]([CH:6]1[CH2:11][CH2:10][CH:9]([N:12]2[CH2:15][CH:14]([NH:16][C:17](=[O:34])[CH2:18][NH:19][C:20]3[C:28]4[C:23](=[CH:24][CH:25]=[C:26]([C:29]([F:32])([F:31])[F:30])[CH:27]=4)[N:22]([CH3:33])[N:21]=3)[CH2:13]2)[CH2:8][CH2:7]1)=[O:5])C.O.O.[OH-].[Li+]>C1COCC1.CO>[CH3:33][N:22]1[C:23]2[C:28](=[CH:27][C:26]([C:29]([F:32])([F:31])[F:30])=[CH:25][CH:24]=2)[C:20]([NH:19][CH2:18][C:17]([NH:16][CH:14]2[CH2:13][N:12]([CH:9]3[CH2:10][CH2:11][CH:6]([C:4]([OH:5])=[O:3])[CH2:7][CH2:8]3)[CH2:15]2)=[O:34])=[N:21]1 |f:2.3.4|. Procedure details: 4-{3-[2-(1-Methyl-5-trifluoromethyl-1H-indazol-3-ylamino)-acetylamino]-azetidin-1-yl}-cyclohexane carboxylic acid ethyl ester (from Example 32, 350 mg, 0.773 mmol) in THF (2 mL), MeOH (2 mL) and distilled water (2 mL) was treated with lithium hydroxide monohydrate (87 mg, 1.93 mmol) at room temperature for 1 hour. The reaction mixture was acidified to pH=5 and extracted with DCM:IPA (3:1) solvent three times. The combined organic layer was washed with brine, dried over anhydrous Na2SO4, filtered... The reactants are [BH3-]C#N, CO, CC(=O)[O-], CC(=O)C(C)Oc1ccc(Cl)cc1, [NH4+], [Na+]. Yields the product CC(N)C(C)Oc1ccc(Cl)cc1. As a reaction SMILES: [C:6](#[N:7])[BH3-:8].[CH3:23][OH:24].[CH3:2][C:3](=[O:4])[O-:5].[Cl:10][c:11]1[cH:12][cH:13][c:14]([O:15][CH:16]([C:17]([CH3:18])=[O:19])[CH3:20])[cH:21][cH:22]1.[NH4+:1].[Na+:9]>>[NH2:7][CH:17]([CH:16]([O:15][c:14]1[cH:13][cH:12][c:11]([Cl:10])[cH:22][cH:21]1)[CH3:20])[CH3:18]. Reactants: C(C)(C)(C)SC1CC(N1C(C(=O)OCC1=CC=C(C=C1)[N+](=O)[O-])C(C(C)(C)C)=O)=O (p-nitrobenzyl 2-(4-tert-butylthio-2-oxo-1-azetidinyl)-4,4-dimethyl-3-oxopentanoate), ClCl (chlorine). Solvent: C(Cl)Cl (methylene chloride), C(Cl)(Cl)(Cl)Cl (carbon tetrachloride). Run at temperature -50 celsius, time 30 minute. Yields the product ClC1CC(N1C(C(=O)OCC1=CC=C(C=C1)[N+](=O)[O-])C(C(C)(C)C)=O)=O (p-Nitrobenzyl 2-(4-chloro-2-oxo-1-azetidinyl)-4.4-dimethyl-3-oxopentanoate). Yield: 90.9%. As a reaction SMILES: C(S[CH:6]1[N:9]([CH:10]([C:24](=[O:29])[C:25]([CH3:28])([CH3:27])[CH3:26])[C:11]([O:13][CH2:14][C:15]2[CH:20]=[CH:19][C:18]([N+:21]([O-:23])=[O:22])=[CH:17][CH:16]=2)=[O:12])[C:8](=[O:30])[CH2:7]1)(C)(C)C.[Cl:31]Cl>C(Cl)Cl.C(Cl)(Cl)(Cl)Cl>[Cl:31][CH:6]1[N:9]([CH:10]([C:24](=[O:29])[C:25]([CH3:28])([CH3:27])[CH3:26])[C:11]([O:13][CH2:14][C:15]2[CH:20]=[CH:19][C:18]([N+:21]([O-:23])=[O:22])=[CH:17][CH:16]=2)=[O:12])[C:8](=[O:30])[CH2:7]1. Procedure details: A solution of 439 mg (1.0 mmol) of p-nitrobenzyl 2-(4-tert-butylthio-2-oxo-1-azetidinyl)-4,4-dimethyl-3-oxopentanoate in 20 ml of dry methylene chloride is cooled to -50° C. and a solution of 166 mg of chlorine in 1.6 ml of carbon tetrachloride is added. After stirring for 30 minutes at -50° C., the solvent is evaporated in vacuo and the residue is recrystallized from methylene chloride/hexane, the product (348 mg) being obtained as a crystalline solid as a 6:4 mixture of the two diastereomeric ... The yield is 99.0%. Product: C1(=CC(=CC=C1)CN1C(=O)C2C3(C=CC(C2C1=O)C3)CC=C)CN3C(=O)C1C2(C=CC(C1C3=O)C2)CC=C (N,N'-m-xylylene-bis(allyl-bicyclo[2.2.1]hept-5-ene-2,3-dicarboximide)). The solvent is C=1(C(=CC=CC1)C)C (xylene), C=1(C(=CC=CC1)C)C (xylene). Starting materials: C1(=CC(=CC=C1)CN)CN (m-xylylenediamine), C(C=C)C12C3C(C(C=C1)C2)C(=O)OC3=O (allyl-bicyclo[2.2.1]hept-5-ene-2,3-dicarboxylic acid anhydride). Run at temperature 200 celsius, time 3 hour. Procedure: To a 1000 ml flask replaced with nitrogen 257.4 g (1.26 mol) of allyl-bicyclo[2.2.1]hept-5-ene-2,3-dicarboxylic acid anhydride and 300 ml of xylene were charged. To the mixture was added 81.4 g (0.60 mol) of m-xylylenediamine over 1.5 hours with heating and stirring while refluxing xylene. The reaction was continued for 3 hours while separating and removing water produced by the reaction by a water separator, and then the solvent, xylene, was removed by distillation. Thereafter, the content of t... Reaction SMILES: C([C:4]12[CH2:10][CH:7]([CH:8]=[CH:9]1)[CH:6]1[C:11](O[C:14](=[O:15])[CH:5]21)=[O:12])C=C.[C:16]1([CH2:24][NH2:25])[CH:21]=[CH:20][CH:19]=[C:18]([CH2:22][NH2:23])[CH:17]=1>C1(C)C(C)=CC=CC=1>[C:16]1([CH2:24][N:25]2[C:11](=[O:12])[CH:6]3[CH:5]([C:4]4([CH2:11][CH:6]=[CH2:7])[CH2:10][CH:7]3[CH:8]=[CH:9]4)[C:14]2=[O:15])[CH:21]=[CH:20][CH:19]=[C:18]([CH2:22][N:23]2[C:11](=[O:12])[CH:6]3[CH:5]([C:4]4([CH2:9][CH:4]=[CH2:5])[CH2:10][CH:7]3[CH:8]=[CH:9]4)[C:14]2=[O:15])[CH:17]=1. Starting materials: CC(C)=O, CO, CCCc1nc2c(N)nc3ccccc3c2n1CCCON. Yields the product CCCc1nc2c(N)nc3ccccc3c2n1CCCON=C(C)C. As a reaction SMILES: [CH3:23][C:24]([CH3:25])=[O:26].[CH3:27][OH:28].[NH2:1][O:2][CH2:3][CH2:4][CH2:5][n:6]1[c:7]([CH2:20][CH2:21][CH3:22])[n:8][c:9]2[c:10]([NH2:19])[n:11][c:12]3[cH:13][cH:14][cH:15][cH:16][c:17]3[c:18]12>>[N:1]([O:2][CH2:3][CH2:4][CH2:5][n:6]1[c:7]([CH2:20][CH2:21][CH3:22])[n:8][c:9]2[c:10]([NH2:19])[n:11][c:12]3[cH:13][cH:14][cH:15][cH:16][c:17]3[c:18]12)=[C:24]([CH3:23])[CH3:25]. Procedure details: As shown in scheme G, 2,6-dinitrobenzoyl chloride prepared from 2,6-dinitrobenzoic acid is treated with glycine in the presence of sodium carbonate to yield 2-(2,6-dinitrobenzamido)acetic acid (intermediate 10). Treatment of intermediate 10 either with K18F or K19F gave 2-(2-fluoro-6-nitrobenzamido)acetic acid, which on reduction with indium powder in the presence of either acetic acid or acetic anhydride-acetic acid gave the corresponding 2-(2-amino-6-fluorobenzamido)acetic acid (compound 8) or... RXN SMILES: [N+:1]([C:4]1[CH:12]=[CH:11][CH:10]=[C:9]([N+:13]([O-:15])=[O:14])[C:5]=1[C:6](Cl)=[O:7])([O-:3])=[O:2].[N+](C1C=CC=C([N+]([O-])=O)C=1C(O)=O)([O-])=O.[NH2:31][CH2:32][C:33]([OH:35])=[O:34].C(=O)([O-])[O-].[Na+].[Na+]>>[N+:1]([C:4]1[CH:12]=[CH:11][CH:10]=[C:9]([N+:13]([O-:15])=[O:14])[C:5]=1[C:6]([NH:31][CH2:32][C:33]([OH:35])=[O:34])=[O:7])([O-:3])=[O:2] |f:3.4.5|. The product is [N+](=O)([O-])C1=C(C(=O)NCC(=O)O)C(=CC=C1)[N+](=O)[O-] (2-(2,6-dinitrobenzamido)acetic acid). Reactants: [N+](=O)([O-])C1=C(C(=O)Cl)C(=CC=C1)[N+](=O)[O-] (2,6-dinitrobenzoyl chloride), [N+](=O)([O-])C1=C(C(=O)O)C(=CC=C1)[N+](=O)[O-] (2,6-dinitrobenzoic acid), NCC(=O)O (glycine), C([O-])([O-])=O.[Na+].[Na+] (sodium carbonate). Reactants: O=C(NCc1ccc(OCc2ccccc2)cc1)c1ccc2ncccc2c1, COc1ccc(P2(=S)SP(=S)(c3ccc(OC)cc3)S2)cc1, C1CCOC1. Product: S=C(NCc1ccc(OCc2ccccc2)cc1)c1ccc2ncccc2c1. As a reaction SMILES: [CH2:1]([c:2]1[cH:3][cH:4][cH:5][cH:6][cH:7]1)[O:8][c:9]1[cH:10][cH:11][c:12]([CH2:13][NH:14][C:15](=[O:16])[c:17]2[cH:18][c:19]3[cH:20][cH:21][cH:22][n:23][c:24]3[cH:25][cH:26]2)[cH:27][cH:28]1.[CH3:29][O:30][c:31]1[cH:32][cH:33][c:34]([P:35]2(=[S:36])[S:37][P:39](=[S:40])([c:41]3[cH:42][cH:43][c:44]([O:45][CH3:46])[cH:47][cH:48]3)[S:38]2)[cH:49][cH:50]1.[O:51]1[CH2:52][CH2:53][CH2:54][CH2:55]1>>[CH2:1]([c:2]1[cH:3][cH:4][cH:5][cH:6][cH:7]1)[O:8][c:9]1[cH:10][cH:11][c:12]([CH2:13][NH:14][C:15]([c:17]2[cH:18][c:19]3[cH:20][cH:21][cH:22][n:23][c:24]3[cH:25][cH:26]2)=[S:38])[cH:27][cH:28]1. The reactants are alcohol, OCC=1N(C=CN1)S(=O)(=O)C1=CC=C(C=C1)C (2-(Hydroxymethyl)-1-(p-toluenesulfonyl)imidazole), CS(=O)(=O)Cl (Methanesulfonyl chloride). Run in ClCCl (dichloromethane), C(C)N(CC)CC (triethylamine), O (water). Reaction conditions: temperature 0 celsius, time 10 minute. Product: CS(=O)(=O)OCC=1N(C=CN1)S(=O)(=O)C1=CC=C(C=C1)C (((N-p-Toluenesulfonyl)imidazol-2-yl)methyl methanesulfonate). RXN SMILES: [OH:1][CH2:2][C:3]1[N:4]([S:8]([C:11]2[CH:16]=[CH:15][C:14]([CH3:17])=[CH:13][CH:12]=2)(=[O:10])=[O:9])[CH:5]=[CH:6][N:7]=1.[CH3:18][S:19](Cl)(=[O:21])=[O:20]>ClCCl.C(N(CC)CC)C.O>[CH3:18][S:19]([O:1][CH2:2][C:3]1[N:4]([S:8]([C:11]2[CH:16]=[CH:15][C:14]([CH3:17])=[CH:13][CH:12]=2)(=[O:10])=[O:9])[CH:5]=[CH:6][N:7]=1)(=[O:21])=[O:20]. Procedure details: The alcohol described in (b) above (12.6 mg) was dissolved in dichloromethane (2.5 ml) and triethylamine (0.07 ml). This solution was cooled to 0° C. Methanesulfonyl chloride (0.04 ml) was added to the solution dropwise. After stirring for 10 mins the solution was diluted with water and the organic layer was separated, dried (MgSO4), filtered and the solvent removed in vacuo to yield a white solid which was used in the following reaction without further purification. 1H NMR (250 MHz, CDCl3) d 2....